From a dataset of the Open Reaction Database (ORD), a public repository of structured organic reaction records. describe an organic reaction: reactants, conditions, products, and yield The reactants are CCO, CCSC(=N)Nc1nc(C)c(-c2cc(C)ccn2)s1, Cl, Cl, NN, O. Yields the product Cc1ccnc(-c2sc(NC(=N)NN)nc2C)c1. Reaction SMILES: [CH3:25][CH2:26][OH:27].[CH3:3][c:4]1[n:5][c:6]([NH:16][C:17]([S:18][CH2:19][CH3:20])=[NH:21])[s:7][c:8]1-[c:9]1[n:10][cH:11][cH:12][c:13]([CH3:15])[cH:14]1.[ClH:1].[ClH:2].[NH2:23][NH2:24].[OH2:22]>>[CH3:3][c:4]1[n:5][c:6]([NH:16][C:17](=[NH:21])[NH:23][NH2:24])[s:7][c:8]1-[c:9]1[n:10][cH:11][cH:12][c:13]([CH3:15])[cH:14]1. The product is [N+](=O)([O-])C=1C=C(C=CC1)C1OCCN1C(C(Cl)Cl)=O (2-m-nitrophenyl-3-dichloroacetyl oxazolidine). RXN SMILES: [N+:1]([C:4]1[CH:5]=[C:6]([CH:10]2[NH:14][CH2:13][CH2:12][O:11]2)[CH:7]=[CH:8][CH:9]=1)([O-:3])=[O:2].C(Cl)Cl.[Cl:18][CH:19]([Cl:23])[C:20](Cl)=[O:21]>C(N(CC)CC)C>[N+:1]([C:4]1[CH:5]=[C:6]([CH:10]2[N:14]([C:20](=[O:21])[CH:19]([Cl:23])[Cl:18])[CH2:13][CH2:12][O:11]2)[CH:7]=[CH:8][CH:9]=1)([O-:3])=[O:2]. Solvent: C(C)N(CC)CC (triethylamine). Starting materials: ClC(C(=O)Cl)Cl (Dichloroacetyl chloride), ( 5.8 ), [N+](=O)([O-])C=1C=C(C=CC1)C1OCCN1 (2-m-nitrophenyl oxazolidine), C(Cl)Cl (methylene chloride). Reported procedure: Five and eight tenths (5.8) grams of 2-m-nitrophenyl oxazolidine was dissolved in 50 ml. methylene chloride containing 3.5 g. of triethylamine. Dichloroacetyl chloride 4.4 g. was added dropwise with stirring to the reaction flask and cooled in a water bath at room temperature. When addition was complete, the mixture was stirred at room temperature for about 30 minutes, washed with water, separated and dried over anhydrous magnesium sulfate. The solvent was stripped off under vacuum. There was ob... The reactants are CCCCP(=CC#N)(CCCC)CCCC, C=CCC1(CC)CC(c2cccc(Cl)c2)C(c2ccc(Cl)cc2)N(C(CC)CO)C1=O, CNS(=O)(=O)C1CC1, Cc1ccccc1. The product is C=CCC1(CC)CC(c2cccc(Cl)c2)C(c2ccc(Cl)cc2)N(C(CC)CN(C)S(=O)(=O)C2CC2)C1=O. RXN SMILES: [C:40]([CH:41]=[P:42]([CH2:43][CH2:44][CH2:45][CH3:46])([CH2:47][CH2:48][CH2:49][CH3:50])[CH2:51][CH2:52][CH2:53][CH3:54])#[N:55].[CH2:1]([CH:2]=[CH2:3])[C:4]1([CH2:30][CH3:31])[C:5](=[O:29])[N:6]([CH:24]([CH2:25][OH:26])[CH2:27][CH3:28])[CH:7]([c:17]2[cH:18][cH:19][c:20]([Cl:23])[cH:21][cH:22]2)[CH:8]([c:10]2[cH:11][c:12]([Cl:16])[cH:13][cH:14][cH:15]2)[CH2:9]1.[CH3:32][NH:33][S:34](=[O:35])(=[O:36])[CH:37]1[CH2:38][CH2:39]1.[CH3:56][c:57]1[cH:58][cH:59][cH:60][cH:61][cH:62]1>>[CH2:1]([CH:2]=[CH2:3])[C:4]1([CH2:30][CH3:31])[C:5](=[O:29])[N:6]([CH:24]([CH2:25][N:33]([CH3:32])[S:34](=[O:35])(=[O:36])[CH:37]2[CH2:38][CH2:39]2)[CH2:27][CH3:28])[CH:7]([c:17]2[cH:18][cH:19][c:20]([Cl:23])[cH:21][cH:22]2)[CH:8]([c:10]2[cH:11][c:12]([Cl:16])[cH:13][cH:14][cH:15]2)[CH2:9]1. The reactants are CO (methanol), S1C2=C(C=C1)C(=CC=C2)N2CCN(CC2)CCCO (3-(4-benzo[b]thiophen-4-yl-piperazin-1-yl)propan-1-ol), C(Cl)(Cl)(Cl)Cl (carbon tetrachloride), C1(=CC=CC=C1)P(C1=CC=CC=C1)C1=CC=CC=C1 (triphenyl phosphine). The solvent is ClCCl (dichloromethane), ClCCl (dichloromethane). The product is S1C2=C(C=C1)C(=CC=C2)N2CCN(CC2)CCCCl (1-benzo[b]thiophen-4-yl-4-(3-chloropropyl)piperazine). As a reaction SMILES: [S:1]1[CH:5]=[CH:4][C:3]2[C:6]([N:10]3[CH2:15][CH2:14][N:13]([CH2:16][CH2:17][CH2:18]O)[CH2:12][CH2:11]3)=[CH:7][CH:8]=[CH:9][C:2]1=2.C(Cl)(Cl)(Cl)[Cl:21].C1(P(C2C=CC=CC=2)C2C=CC=CC=2)C=CC=CC=1.CO>ClCCl>[S:1]1[CH:5]=[CH:4][C:3]2[C:6]([N:10]3[CH2:15][CH2:14][N:13]([CH2:16][CH2:17][CH2:18][Cl:21])[CH2:12][CH2:11]3)=[CH:7][CH:8]=[CH:9][C:2]1=2. Procedure details: 3.56 g (12.9 mmol) of 3-(4-benzo[b]thiophen-4-yl-piperazin-1-yl)propan-1-ol was suspended in 30 ml of dichloromethane, and carbon tetrachloride (30 ml) and triphenyl phosphine (4.06 g, 15.5 mmol) were added thereto. The mixture was refluxed with heating for 3 hours. The reaction solution was cooled to room temperature, then methanol and dichloromethane were added thereto to homogenize the mixture. Silica gel (30 g) was added to the solution, and the solvent was evaporated under reduced pressure.... Starting materials: CC(=O)O, O=CN(CC(CC1CCCC1)C(=O)NNc1nc(Cl)nc(NCc2ccsc2)c1F)OC1CCCCO1, O. The product is O=CN(O)CC(CC1CCCC1)C(=O)NNc1nc(Cl)nc(NCc2ccsc2)c1F. Reaction SMILES: [CH3:38][C:39](=[O:40])[OH:41].[Cl:1][c:2]1[n:3][c:4]([NH:31][CH2:32][c:33]2[cH:34][s:35][cH:36][cH:37]2)[c:5]([F:30])[c:6]([NH:8][NH:9][C:10]([CH:11]([CH2:12][N:13]([CH:14]=[O:15])[O:16][CH:17]2[CH2:18][CH2:19][CH2:20][CH2:21][O:22]2)[CH2:23][CH:24]2[CH2:25][CH2:26][CH2:27][CH2:28]2)=[O:29])[n:7]1.[OH2:42]>>[Cl:1][c:2]1[n:3][c:4]([NH:31][CH2:32][c:33]2[cH:34][s:35][cH:36][cH:37]2)[c:5]([F:30])[c:6]([NH:8][NH:9][C:10]([CH:11]([CH2:12][N:13]([CH:14]=[O:15])[OH:16])[CH2:23][CH:24]2[CH2:25][CH2:26][CH2:27][CH2:28]2)=[O:29])[n:7]1. Reactants: ClC1=CC=C(CNC2=C(N)C=C(C=C2)F)C=C1 (2-(4-chlorobenzylamino)-5-fluoroaniline), acid chloride ethyl ester, CC(CC(=O)O)(CC(=O)O)C (3,3-dimethylglutaric acid), CC=C(C)C (amylene), CC=C(C)C (amylene), Cl (hydrochloric acid). The solvent is C(C)N(CC)CC (triethylamine), C(Cl)(Cl)Cl (chloroform), C(C)O (ethanol), C(Cl)(Cl)Cl (chloroform). Reaction conditions: time 2 hour. Yields the product ClC1=CC=C(CN2C(=NC3=C2C=CC(=C3)F)CC(CC(=O)OCC)(C)C)C=C1 (ethyl 4-[1-(4-chlorobenzyl)-5-fluorobenzimidazol-2-yl]-3,3-dimethylbutanoate). Reaction SMILES: [Cl:1][C:2]1[CH:17]=[CH:16][C:5]([CH2:6][NH:7][C:8]2[CH:14]=[CH:13][C:12]([F:15])=[CH:11][C:9]=2[NH2:10])=[CH:4][CH:3]=1.[CH3:18][CH:19]=C(C)C.[CH3:23][C:24]([CH3:33])([CH2:29][C:30](O)=O)[CH2:25][C:26]([OH:28])=[O:27].Cl>C(Cl)(Cl)Cl.C(O)C.C(N(CC)CC)C>[Cl:1][C:2]1[CH:17]=[CH:16][C:5]([CH2:6][N:7]2[C:8]3[CH:14]=[CH:13][C:12]([F:15])=[CH:11][C:9]=3[N:10]=[C:30]2[CH2:29][C:24]([CH3:23])([CH3:33])[CH2:25][C:26]([O:28][CH2:18][CH3:19])=[O:27])=[CH:4][CH:3]=1. Reported procedure: 10 g of 2-(4-chlorobenzylamino)-5-fluoroaniline, prepared in Example 8, are dissolved in 100 ml of chloroform, stabilized with amylene, and 6 ml of triethylamine. A solution of 8.25 g of the acid chloride ethyl ester of 3,3-dimethylglutaric acid, prepared in Example 28, in 20 ml of chloroform, stabilized with amylene, is added dropwise. The mixture is stirred for two hours at room temperature, the crystals formed are filtered off and the solvents are evaporated off under vacuum. The residue obta...